This data is from the Open Reaction Database (ORD), a public repository of structured organic reaction records. The task is: describe an organic reaction: reactants, conditions, products, and yield Reactants: C(=O)(OC(C)(C)C)C1=NNC2=CC(=CC=C12)NC(C1=C(C=CC=C1)NC(C1=CC=C(C=C1)OC)=O)=O (N-(-Boc-6-indazolyl)-2-[(4-methoxybenzoyl)amino]benzamide), C(C1=CC=C(C=C1)OC)(=O)Cl (p-anisoyl chloride), NC1=C(C(=O)NC2=CC=C3C=NN(C3=C2)C(=O)OC(C)(C)C)C=CC=C1 (2-amino-N-(1-Boc-6-indazolyl)benzamide). The product is C(=O)(OC(C)(C)C)N1N=CC2=CC=C(C=C12)NC(C1=C(C=CC=C1)NC(C1=CC=C(C=C1)OC)=O)=O (N-(1-Boc-6-indazolyl)-2-[(4-methoxybenzoyl)amino]benzamide). As a reaction SMILES: C([C:8]1[C:16]2[C:11](=[CH:12][C:13]([NH:17][C:18](=[O:36])[C:19]3[CH:24]=[CH:23][CH:22]=[CH:21][C:20]=3[NH:25][C:26](=[O:35])[C:27]3[CH:32]=[CH:31][C:30]([O:33][CH3:34])=[CH:29][CH:28]=3)=[CH:14][CH:15]=2)[NH:10][N:9]=1)(OC(C)(C)C)=O.C(Cl)(=O)C1C=CC(OC)=CC=1.NC1C=CC=CC=1C(NC1C=C2C(C=NN2[C:63]([O:65][C:66]([CH3:69])([CH3:68])[CH3:67])=[O:64])=CC=1)=O>>[C:63]([N:10]1[C:11]2[C:16](=[CH:15][CH:14]=[C:13]([NH:17][C:18](=[O:36])[C:19]3[CH:24]=[CH:23][CH:22]=[CH:21][C:20]=3[NH:25][C:26](=[O:35])[C:27]3[CH:32]=[CH:31][C:30]([O:33][CH3:34])=[CH:29][CH:28]=3)[CH:12]=2)[CH:8]=[N:9]1)([O:65][C:66]([CH3:69])([CH3:68])[CH3:67])=[O:64]. Reported procedure: By methods substantially equivalent to those described in Example 1-C, N-(-Boc-6-indazolyl)-2-[(4-methoxybenzoyl)amino]benzamide (280 mg, 39%) was prepared from p-anisoyl chloride and 2-amino-N-(1-Boc-6-indazolyl)benzamide. Starting materials: [Al+3], COC(=O)c1ccc(C(C)(C)C)c(C(C)C)c1, C1CCOC1, [H-], [H-], [H-], [H-], [Li+]. The product is CC(C)c1cc(CO)ccc1C(C)(C)C. As a reaction SMILES: [Al+3:19].[C:1]([CH3:2])([CH3:3])([CH3:4])[c:5]1[c:6]([CH:15]([CH3:16])[CH3:17])[cH:7][c:8]([C:9](=[O:10])[O:11][CH3:12])[cH:13][cH:14]1.[CH2:24]1[O:25][CH2:26][CH2:27][CH2:28]1.[H-:18].[H-:21].[H-:22].[H-:23].[Li+:20]>>[C:1]([CH3:2])([CH3:3])([CH3:4])[c:5]1[c:6]([CH:15]([CH3:16])[CH3:17])[cH:7][c:8]([CH2:9][OH:10])[cH:13][cH:14]1. The reactants are CC(=O)OC(C)=O, Cl, Cl, Cl, Cc1ccc2ncc3nc(CCCN)n(C)c3c2c1, [Na+], [OH-], O. Yields the product CC(=O)NCCCc1nc2cnc3ccc(C)cc3c2n1C. Reaction SMILES: [CH3:25][C:26](=[O:27])[O:28][C:29](=[O:30])[CH3:31].[ClH:1].[ClH:24].[ClH:2].[NH2:3][CH2:4][CH2:5][CH2:6][c:7]1[n:8]([CH3:21])[c:9]2[c:10]([cH:11][n:12][c:13]3[cH:14][cH:15][c:16]([CH3:19])[cH:17][c:18]23)[n:20]1.[Na+:23].[OH-:22].[OH2:32]>>[NH:3]([CH2:4][CH2:5][CH2:6][c:7]1[n:8]([CH3:21])[c:9]2[c:10]([cH:11][n:12][c:13]3[cH:14][cH:15][c:16]([CH3:19])[cH:17][c:18]23)[n:20]1)[C:26]([CH3:25])=[O:27]. Reactants: CC(CC(=O)C=1C(=CN(C1)CC1=CC=CC2=CC=CC=C12)C(=O)OC)C (Methyl 4-(3-methyl-1-oxobutyl)-1-(1-naphthalenylmethyl)-1H-pyrrole-3-carboxylate), CNN (methylhydrazine), Cl (hydrochloric acid). The solvent is C(C)O (ethanol). The product is CN1N=C(C=2C(C1=O)=CN(C2)CC2=CC=CC1=CC=CC=C21)CC(C)C (2,6-dihydro-2-methyl-4-(2-methylpropyl)-6-(1-naphthalenylmethyl)-1H-pyrrolo[3,4-d]pyridazin-1-one). RXN SMILES: [CH3:1][CH:2]([CH3:26])[CH2:3][C:4]([C:6]1[C:7]([C:22](OC)=[O:23])=[CH:8][N:9]([CH2:11][C:12]2[C:21]3[C:16](=[CH:17][CH:18]=[CH:19][CH:20]=3)[CH:15]=[CH:14][CH:13]=2)[CH:10]=1)=O.[CH3:27][NH:28][NH2:29].Cl>C(O)C>[CH3:27][N:28]1[C:22](=[O:23])[C:7]2=[CH:8][N:9]([CH2:11][C:12]3[C:21]4[C:16](=[CH:17][CH:18]=[CH:19][CH:20]=4)[CH:15]=[CH:14][CH:13]=3)[CH:10]=[C:6]2[C:4]([CH2:3][CH:2]([CH3:26])[CH3:1])=[N:29]1. Reported procedure: Methyl 4-(3-methyl-1-oxobutyl)-1-(1-naphthalenylmethyl)-1H-pyrrole-3-carboxylate (0.35 g) prepared as described in c) above and methylhydrazine (0.10 ml) in ethanol (15 ml) were heated to reflux for 16 hours. The mixture was poured into dilute hydrochloric acid and extracted with ethyl acetate, which was washed with brine, dried, and evaporated to a gum. The gum was chromatographed with ethyl acetate-isohexane (1:1) to afford a solid which was recrystallised from cyclohexane to give 2,6-dihydro-... Conditions: time 20 hour. Reactants: N,N'-carbonyl-diimidazole, ClC=1C=CC2=C(C(CCC(N2)NN)C2=C(C=CC=C2)F)C1 (7-chloro-5-(2-fluorophenyl)-2-hydrazino-4,5-dihydro-2H-1-benzazepine), CN(C=O)C (dimethylformamide), O (water). Yields the product ClC=1C=CC2=C(C(CCC=3N2C(NN3)=O)C3=C(C=CC=C3)F)C1 (8-chloro-6-(2-fluorophenyl)-2,4,5,6-tetrahydro-1H-s-triazolo[4,3-a][1]benzazepin-1-one). Procedure details: 15.0 g of 7-chloro-5-(2-fluorophenyl)-2-hydrazino-4,5-dihydro-2H-1-benzazepine are dissolved in 200 ml of dimethylformamide. After adding 18 g of N,N'-carbonyl-diimidazole, the mixture is stirred at 52° for 20 hours, poured into 2 l of water and extracted with ethyl acetate. The organic extracts are washed with water, dried and evaporated. The residue is chromatographed on 800 g of silica gel. By elution with chloroform which contains 2% ethanol and crystallization from ether there is obtained 8... RXN SMILES: [Cl:1][C:2]1[CH:3]=[CH:4][C:5]2[NH:11][CH:10]([NH:12][NH2:13])[CH2:9][CH2:8][CH:7]([C:14]3[CH:19]=[CH:18][CH:17]=[CH:16][C:15]=3[F:20])[C:6]=2[CH:21]=1.O.CN(C)[CH:25]=[O:26]>>[Cl:1][C:2]1[CH:3]=[CH:4][C:5]2[N:11]3[C:25](=[O:26])[NH:13][N:12]=[C:10]3[CH2:9][CH2:8][CH:7]([C:14]3[CH:19]=[CH:18][CH:17]=[CH:16][C:15]=3[F:20])[C:6]=2[CH:21]=1. Reactants: [H][H] (hydrogen), 21.5, ClC1=CC(=C(C=C1)NC1CCN(CC1)CCCN1C(NC2=C1C=CC=C2)=O)[N+](=O)[O-] (1-[3-{4-[(4-chloro-2-nitrophenyl)amino]-1-piperidinyl}propyl]-1,3-dihydro-2H-benzimidazol-2-one). Reagents/catalysts: [Ni] (Raney-nickel). The solvent is CO (methanol). Yields the product 20, NC1=C(C=CC(=C1)Cl)NC1CCN(CC1)CCCN1C(NC2=C1C=CC=C2)=O (1-[3-{4-[(2-amino-4-chlorophenyl)amino]-1-piperidinyl}propyl]-1,3-dihydro-2H-benzimidazol-2-one). The yield is 100.0%. As a reaction SMILES: [Cl:1][C:2]1[CH:7]=[CH:6][C:5]([NH:8][CH:9]2[CH2:14][CH2:13][N:12]([CH2:15][CH2:16][CH2:17][N:18]3[C:22]4[CH:23]=[CH:24][CH:25]=[CH:26][C:21]=4[NH:20][C:19]3=[O:27])[CH2:11][CH2:10]2)=[C:4]([N+:28]([O-])=O)[CH:3]=1.[H][H]>[Ni].CO>[NH2:28][C:4]1[CH:3]=[C:2]([Cl:1])[CH:7]=[CH:6][C:5]=1[NH:8][CH:9]1[CH2:14][CH2:13][N:12]([CH2:15][CH2:16][CH2:17][N:18]2[C:22]3[CH:23]=[CH:24][CH:25]=[CH:26][C:21]=3[NH:20][C:19]2=[O:27])[CH2:11][CH2:10]1. Reported procedure: A mixture of 21.5 parts of 1-[3-{4-[(4-chloro-2-nitrophenyl)amino]-1-piperidinyl}propyl]-1,3-dihydro-2H-benzimidazol-2-one and 240 parts of methanol is hydrogenated at normal pressure and at room temperature with 5 parts of Raney-nickel catalyst. After the calculated amount of hydrogen is taken up, the catalyst is filtered off and the filtrate is evaporated, yielding 20 parts (100%) of 1-[3-{4-[(2-amino-4-chlorophenyl)amino]-1-piperidinyl}propyl]-1,3-dihydro-2H-benzimidazol-2-one as a residue. Yields the product N(=[N+]=[N-])C(CC=O)C1(CN(C1)C(=O)C1=C(C(=C(C=C1)F)F)NC1=C(C=C(C=C1)I)F)O (3-azido-3-[1-({3,4-difluoro-2-[(2-fluoro-4-iodophenyl)amino]phenyl}carbonyl)-3-hydroxyazetidin-3-yl]propanal). As a reaction SMILES: [N:1]([CH:4]([C:11]1([OH:34])[CH2:14][N:13]([C:15]([C:17]2[CH:22]=[CH:21][C:20]([F:23])=[C:19]([F:24])[C:18]=2[NH:25][C:26]2[CH:31]=[CH:30][C:29]([I:32])=[CH:28][C:27]=2[F:33])=[O:16])[CH2:12]1)[CH2:5][CH:6]1OCC[O:7]1)=[N+:2]=[N-:3].Cl.C(=O)(O)[O-].[Na+]>O1CCCC1>[N:1]([CH:4]([C:11]1([OH:34])[CH2:12][N:13]([C:15]([C:17]2[CH:22]=[CH:21][C:20]([F:23])=[C:19]([F:24])[C:18]=2[NH:25][C:26]2[CH:31]=[CH:30][C:29]([I:32])=[CH:28][C:27]=2[F:33])=[O:16])[CH2:14]1)[CH2:5][CH:6]=[O:7])=[N+:2]=[N-:3] |f:2.3|. Yield: 93.9%. Starting materials: Cl (hydrochloric acid), N(=[N+]=[N-])C(CC1OCCO1)C1(CN(C1)C(=O)C1=C(C(=C(C=C1)F)F)NC1=C(C=C(C=C1)I)F)O (3-[1-Azido-2-(1,3-dioxolan-2-yl)ethyl]-1-({3,4-difluoro-2-[(2-fluoro-4-iodophenyl)amino]phenyl}carbonyl)azetidin-3-ol), C([O-])(O)=O.[Na+] (sodium bicarbonate). Procedure details: 3-[1-Azido-2-(1,3-dioxolan-2-yl)ethyl]-1-({3,4-difluoro-2-[(2-fluoro-4-iodophenyl)amino]phenyl}carbonyl)azetidin-3-ol (24 mg, 0.041 mmol) was dissolved in tetrahydrofuran (0.5 mL) and treated with 5% aqueous hydrochloric acid (0.5 mL) at ambient for 15 h. The misture was neutralised with saturated sodium bicarbonate solution and was extracted twice with ethyl acetate. The combined organic portion was washed with brine, dried over anhydrous sodium sulfate, filtered and concentrated in vacuo to af... Run in O1CCCC1 (tetrahydrofuran).